describe an organic reaction: reactants, conditions, products, and yield From a dataset of the Open Reaction Database (ORD), a public repository of structured organic reaction records. RXN SMILES: [NH2:1][C:2]1[N:10]=[C:9]([S:11][CH2:12][CH2:13][CH3:14])[N:8]=[C:7]2[C:3]=1[N:4]=[CH:5][N:6]2[CH2:15][C:16]1[CH:21]=[CH:20][CH:19]=[CH:18][CH:17]=1.[Br:22]Br.S([O-])([O-])(=O)=S.[Na+].[Na+]>C(Cl)Cl>[NH2:1][C:2]1[N:10]=[C:9]([S:11][CH2:12][CH2:13][CH3:14])[N:8]=[C:7]2[C:3]=1[N:4]=[C:5]([Br:22])[N:6]2[CH2:15][C:16]1[CH:21]=[CH:20][CH:19]=[CH:18][CH:17]=1 |f:2.3.4|. Conditions: time 4.5 hour. The product is NC1=C2N=C(N(C2=NC(=N1)SCCC)CC1=CC=CC=C1)Br (6-Amino-9-benzyl-8-bromo-2-propylthiopurine). Procedure details: 6-Amino-9-benzyl-2-propylthiopurine (290 mg, 0.97 mmol) and bromine (0.7 ml) were dissolved in 160 ml of methylene chloride and the solution was stirred at room temperature for 4.5 hours. Aqueous sodium thiosulfate was added to the reaction mixture. The organic layer was separated, dried on magnesium sulfate and filtered. The solvent in the filtrate was evaporated in vacuo. The residue was purified with silica gel chromatography (1% methanol/chloroform) to give the subject compound (58 mg, yield... Run in C(Cl)Cl (methylene chloride). Reactants: NC1=C2N=CN(C2=NC(=N1)SCCC)CC1=CC=CC=C1 (6-Amino-9-benzyl-2-propylthiopurine), BrBr (bromine), S(=S)(=O)([O-])[O-].[Na+].[Na+] (sodium thiosulfate). Yield: 16.0%.